This data is from the Open Reaction Database (ORD), a public repository of structured organic reaction records. The task is: describe an organic reaction: reactants, conditions, products, and yield Reactants: C1CCOC1, COc1ccc(CNc2cc(Oc3ccc(NC(=O)NC(=O)Cc4ccc(F)cc4)cc3F)ncn2)cc1, O=C=NC(=O)Cc1ccc(F)cc1, Nc1ccc(Oc2ccncc2[N+](=O)[O-])c(F)c1. The product is O=C(Cc1ccc(F)cc1)NC(=O)Nc1ccc(Oc2ccncc2[N+](=O)[O-])c(F)c1. RXN SMILES: [CH2:70]1[O:71][CH2:72][CH2:73][CH2:74]1.[CH3:32][O:33][c:34]1[cH:35][cH:36][c:37]([CH2:38][NH:39][c:40]2[n:41][cH:42][n:43][c:44]([O:45][c:46]3[cH:47][cH:48][c:49]([NH:50][C:51]([NH:52][C:53](=[O:54])[CH2:55][c:56]4[cH:57][cH:58][c:59]([F:60])[cH:61][cH:62]4)=[O:63])[cH:64][c:65]3[F:66])[cH:67]2)[cH:68][cH:69]1.[F:19][c:20]1[cH:21][cH:22][c:23]([CH2:26][C:27](=[O:28])[N:29]=[C:30]=[O:31])[cH:24][cH:25]1.[F:1][c:2]1[cH:3][c:4]([NH2:18])[cH:5][cH:6][c:7]1[O:8][c:9]1[c:10]([N+:15](=[O:16])[O-:17])[cH:11][n:12][cH:13][cH:14]1>>[F:1][c:2]1[cH:3][c:4]([NH:18][C:30]([NH:29][C:27]([CH2:26][c:23]2[cH:22][cH:21][c:20]([F:19])[cH:25][cH:24]2)=[O:28])=[O:31])[cH:5][cH:6][c:7]1[O:8][c:9]1[c:10]([N+:15](=[O:16])[O-:17])[cH:11][n:12][cH:13][cH:14]1. Reactants: C(N)(=O)[C@@H]1N(CCN([C@@H]1C(N)=O)CC(=O)OCC)CC(=O)OCC (Diethy cis-2,3-Dicarbamoyl-1,4-piperazinediacetate), Na. The solvent is CCO (EtOH), CC[O-].[Na+] (NaOEt). Run at time 14 hour. The product is C1(NC(CN2[C@@H]1[C@@H]1N(CC2)CC(NC1=O)=O)=O)=O (cis-Tetrahydrodipyrazino[1,2-a:2',1'-c]pyrazine-1, 3, 10, 12(2H, 4H, 9H, 11H)-tetrone). RXN SMILES: [C:1]([C@H:4]1[C@@H:9]([C:10](=[O:12])[NH2:11])[N:8]([CH2:13][C:14](OCC)=[O:15])[CH2:7][CH2:6][N:5]1[CH2:19][C:20]([O:22]CC)=O)(=[O:3])[NH2:2]>CCO.CC[O-].[Na+]>[C:1]1(=[O:3])[C@H:4]2[C@H:9]3[C:10](=[O:12])[NH:11][C:14](=[O:15])[CH2:13][N:8]3[CH2:7][CH2:6][N:5]2[CH2:19][C:20](=[O:22])[NH:2]1 |f:2.3|. Reported procedure: Method A. The diester diamide 11 (0.65 g, 1.88 mmol) was added to a solution of Na (0.173 g) in 7 mL of absolute EtOH at room temperature under argon. The resulting suspension in NaOEt was heated at 85° C. for 6 hours, during which time the reaction mixture became turbid. Following stirring at room temperature for 14 hours, the solvent was removed under reduced pressure, and the residual solid was dissolved in 3 mL of H2O. The aqueous solution was acidified (concentrated HCl, pH 2), and the crys... Starting materials: CCOCC, CC(=O)O, CCO, CS(=O)(=O)C(=C1CN(C(c2ccc(Cl)cc2)c2ccc(Cl)cc2)C1)c1cccc(C#N)c1, Cl. Yields the product CS(=O)(=O)C(=C1CN(C(c2ccc(Cl)cc2)c2ccc(Cl)cc2)C1)c1cccc(C(N)=O)c1. Reaction SMILES: [CH2:33]([O:35][CH2:34][CH3:36])[CH3:37].[CH3:38][C:39](=[O:40])[OH:41].[CH3:43][CH2:44][OH:45].[Cl:1][c:2]1[cH:3][cH:4][c:5]([CH:8]([N:9]2[CH2:10][C:11](=[C:13]([S:14](=[O:15])(=[O:16])[CH3:17])[c:18]3[cH:19][c:20]([C:24]#[N:25])[cH:21][cH:22][cH:23]3)[CH2:12]2)[c:26]2[cH:27][cH:28][c:29]([Cl:32])[cH:30][cH:31]2)[cH:6][cH:7]1.[ClH:42]>>[Cl:1][c:2]1[cH:3][cH:4][c:5]([CH:8]([N:9]2[CH2:10][C:11](=[C:13]([S:14](=[O:15])(=[O:16])[CH3:17])[c:18]3[cH:19][c:20]([C:24]([NH2:25])=[O:35])[cH:21][cH:22][cH:23]3)[CH2:12]2)[c:26]2[cH:27][cH:28][c:29]([Cl:32])[cH:30][cH:31]2)[cH:6][cH:7]1. Reactants: N1C=NC=C1 (imidazole), CC(C)([O-])C.[K+] (potassium t-butoxide), C(C=C)OC(=O)N1[C@@H](C[C@H](C1)O[Si](C)(C)C(C)(C)C)CCOS(=O)(=O)C ((2R,4R)-1-allyloxycarbonyl-2-(2-methanesulfonyloxyethyl)-4-(t-butyldimethylsilyloxy)pyrrolidine), O (water). The solvent is CN(C=O)C (N,N-dimethylformamide), CN(C=O)C (N,N-dimethylformamide), C(C)(=O)OCC (ethyl acetate). Run at temperature 60 celsius, time 1 hour. Product: C(C=C)OC(=O)N1[C@@H](C[C@H](C1)O[Si](C)(C)C(C)(C)C)CCN1C=NC=C1 ((2R,4R)-1-allyloxycarbonyl-2-[2-(imidazol-1-yl)ethyl]-4-(t-butyldimethylsilyloxy)pyrrolidine). As a reaction SMILES: [NH:1]1[CH:5]=[CH:4][N:3]=[CH:2]1.CC(C)([O-])C.[K+].[CH2:12]([O:15][C:16]([N:18]1[CH2:22][C@H:21]([O:23][Si:24]([C:27]([CH3:30])([CH3:29])[CH3:28])([CH3:26])[CH3:25])[CH2:20][C@H:19]1[CH2:31][CH2:32]OS(C)(=O)=O)=[O:17])[CH:13]=[CH2:14].O>CN(C)C=O.C(OCC)(=O)C>[CH2:12]([O:15][C:16]([N:18]1[CH2:22][C@H:21]([O:23][Si:24]([C:27]([CH3:30])([CH3:29])[CH3:28])([CH3:25])[CH3:26])[CH2:20][C@H:19]1[CH2:31][CH2:32][N:1]1[CH:5]=[CH:4][N:3]=[CH:2]1)=[O:17])[CH:13]=[CH2:14] |f:1.2|. Procedure: To a solution of imidazole (1.52 in N,N-dimethylformamide (70 ml) were added potassium t-butoxide (2.51 g) and a solution of (2R,4R)-1-allyloxycarbonyl-2-(2-methanesulfonyloxyethyl)-4-(t-butyldimethylsilyloxy)pyrrolidine (8.3 g) in N,N-dimethylformamide (13 ml) at ambient temperature with stirring, and the mixture was stirred at about 60° C. for 1 hour. The reaction mixture was cooled with ice-cooling, and water and ethyl acetate were added thereto. After separation, the organic layer was washed... Starting materials: C(C)(C)(C)OC(=O)N1CCC(CC1)N (4-amino-piperidine 1-carboxylic acid tert-butyl ester), ClC1=CC=C(C=C1)CC(=O)O (4-chlorophenyl acetic acid), CCN=C=NCCCN(C)C (EDCI), C=1C=CC2=C(C1)N=NN2O (HOBT), CN1CCOCC1 (N-methylmorpholine). The solvent is ClCCl (dichloromethane). Conditions: time 8 hour. The product is C(C)(C)(C)OC(=O)N1CCC(CC1)NC(CC1=CC=C(C=C1)Cl)=O (4-[2-(4-Chloro-phenyl)-acetylamino]-piperidine-1-carboxylic acid tert-butyl ester). RXN SMILES: [C:1]([O:5][C:6]([N:8]1[CH2:13][CH2:12][CH:11]([NH2:14])[CH2:10][CH2:9]1)=[O:7])([CH3:4])([CH3:3])[CH3:2].[Cl:15][C:16]1[CH:21]=[CH:20][C:19]([CH2:22][C:23](O)=[O:24])=[CH:18][CH:17]=1.CCN=C=NCCCN(C)C.C1C=CC2N(O)N=NC=2C=1.CN1CCOCC1>ClCCl>[C:1]([O:5][C:6]([N:8]1[CH2:13][CH2:12][CH:11]([NH:14][C:23](=[O:24])[CH2:22][C:19]2[CH:20]=[CH:21][C:16]([Cl:15])=[CH:17][CH:18]=2)[CH2:10][CH2:9]1)=[O:7])([CH3:4])([CH3:2])[CH3:3]. Procedure: To a solution of 4-amino-piperidine 1-carboxylic acid tert-butyl ester (0.44 g, 2.2 mmol) and 4-chlorophenyl acetic acid (0.34 g, 2 mmol) in dichloromethane (10 mL) were added EDCI (0.55 g, 2.8 mmol), HOBT (0.42 g, 2.8 mmol) and N-methylmorpholine (0.6 g, 6 mmol) and the resulting mixture was stirred at room temperature overnight. The reaction mixture was concentrated in vacuo, diluted with dichloromethane and extracted with saturated aqueous sodium bicarbonate solution. The aqueous layer was ba... Reactants: C(C1=CC=CC=C1)OC=1C=C(C=CC1)N(C(C)C)CC=1NC=NC1 ((3-Benzyloxy-phenyl)-(3H-imidazol-4-ylmethyl)-isopropyl-amine). The reagents and catalysts are [Pd] (palladium on charcoal). Run in C(C)O (ethanol). Conditions: time 8 hour. Yields the product N1=CNC(=C1)CN(C=1C=C(C=CC1)O)C(C)C (3-[(3H-Imidazol-4-ylmethyl)-isopropyl-amino]-phenol). As a reaction SMILES: C([O:8][C:9]1[CH:10]=[C:11]([N:15]([CH2:19][C:20]2[NH:21][CH:22]=[N:23][CH:24]=2)[CH:16]([CH3:18])[CH3:17])[CH:12]=[CH:13][CH:14]=1)C1C=CC=CC=1>C(O)C.[Pd]>[N:23]1[CH:24]=[C:20]([CH2:19][N:15]([CH:16]([CH3:18])[CH3:17])[C:11]2[CH:10]=[C:9]([OH:8])[CH:14]=[CH:13][CH:12]=2)[NH:21][CH:22]=1. Procedure: (3-Benzyloxy-phenyl)-(3H-imidazol-4-ylmethyl)-isopropyl-amine (0.109 g, 0.34 mmol) was dissolved in ethanol (10 ml), palladium on charcoal (10 mg, 10% Pd) was added and the mixture was hydrogenated overnight at room temperature. The catalyst was filtered off and the solvent was evaporated. The residue was purified by flash chromatography (column: Isolute® Flash-NH2 from Separtis; eluent: ethyl acetate/methanol=95:5) to yield a white foam, (0.042 g, 53%); MS (ISP): 232.1 ((M+H)+.).